Dataset: the Open Reaction Database (ORD), a public repository of structured organic reaction records. Task: describe an organic reaction: reactants, conditions, products, and yield Starting materials: CCCN(CCC)CC1CCCCN1CCN, O=C1Nc2cccnc2N(C(=O)Cl)c2ccccc21, O. As a reaction SMILES: [CH2:20]([CH2:21][CH3:22])[N:23]([CH2:24][CH2:25][CH3:26])[CH2:27][CH:28]1[N:29]([CH2:34][CH2:35][NH2:36])[CH2:30][CH2:31][CH2:32][CH2:33]1.[Cl:1][C:2](=[O:3])[N:4]1[c:5]2[c:6]([cH:16][cH:17][cH:18][n:19]2)[NH:7][C:8](=[O:15])[c:9]2[c:10]1[cH:11][cH:12][cH:13][cH:14]2.[OH2:37]>>[C:2](=[O:3])([N:4]1[c:5]2[c:6]([cH:16][cH:17][cH:18][n:19]2)[NH:7][C:8](=[O:15])[c:9]2[c:10]1[cH:11][cH:12][cH:13][cH:14]2)[NH:36][CH2:35][CH2:34][N:29]1[CH:28]([CH2:27][N:23]([CH2:20][CH2:21][CH3:22])[CH2:24][CH2:25][CH3:26])[CH2:33][CH2:32][CH2:31][CH2:30]1.[ClH:1]. Product: CCCN(CCC)CC1CCCCN1CCNC(=O)N1c2ccccc2C(=O)Nc2cccnc21, Cl.